From a dataset of the Open Reaction Database (ORD), a public repository of structured organic reaction records. describe an organic reaction: reactants, conditions, products, and yield RXN SMILES: [Br:1][c:2]1[n:3][c:4]([CH2:10][CH3:11])[cH:5][c:6]([Br:9])[c:7]1[NH2:8].[CH3:12][CH2:13][S-:14].[Na+:15].[O:17]=[CH:18][N:19]([CH3:20])[CH3:21].[OH2:16]>>[c:2]1([S:14][CH2:13][CH3:12])[n:3][c:4]([CH2:10][CH3:11])[cH:5][c:6]([Br:9])[c:7]1[NH2:8]. The reactants are CCc1cc(Br)c(N)c(Br)n1, CC[S-], [Na+], CN(C)C=O, O. Yields the product CCSc1nc(CC)cc(Br)c1N.